This data is from the Open Reaction Database (ORD), a public repository of structured organic reaction records. The task is: describe an organic reaction: reactants, conditions, products, and yield Starting materials: C(C)(C)(C)OC(CC(C[C@@H](COC(C1=CC=CC=C1)=O)O)O)=O ((5S)-6-benzoyloxy-3,5-dihydroxyhexanoic tert-butyl ester), O[C@@H]1C[C@H](OC(C1)=O)COC(C1=CC=CC=C1)=O ((2S,4R)-4-hydroxy-6-oxo-2-[(benzoyloxy)methyl]tetrahydro-2H-pyran), COC(C[C@@H]1OC(O[C@@H](C1)COC(C1=CC=CC=C1)=O)(C)C)=O (2-[(4R,6S)-2,2-dimethyl-6-benzoyloxymethyl-1,3-dioxan-4-yl]acetic methyl ester). The product is C(C)(C)(C)OC(C[C@@H]1OC(O[C@@H](C1)COC(C1=CC=CC=C1)=O)(C)C)=O (2-[(4R,6S)-2,2-dimethyl-6-benzoyloxymethyl-1,3-dioxan-4-yl]acetic tert-butyl ester). RXN SMILES: [C:1]([O:5][C:6](=[O:23])[CH2:7][CH:8]([OH:22])[CH2:9][C@H:10]([OH:21])[CH2:11][O:12][C:13](=[O:20])[C:14]1[CH:19]=[CH:18][CH:17]=[CH:16][CH:15]=1)([CH3:4])([CH3:3])[CH3:2].O[C@H:25]1[CH2:30]C(=O)O[C@H](COC(=O)C2C=CC=CC=2)[CH2:26]1.COC(=O)C[C@H]1C[C@@H](COC(=O)C2C=CC=CC=2)OC(C)(C)O1>>[C:1]([O:5][C:6](=[O:23])[CH2:7][C@H:8]1[CH2:9][C@@H:10]([CH2:11][O:12][C:13](=[O:20])[C:14]2[CH:15]=[CH:16][CH:17]=[CH:18][CH:19]=2)[O:21][C:25]([CH3:30])([CH3:26])[O:22]1)([CH3:4])([CH3:2])[CH3:3]. Reported procedure: 78.8%; (5S)-6-benzoyloxy-3,5-dihydroxyhexanoic tert-butyl ester: 7.5%; (2S,4R)-4-hydroxy-6-oxo-2-[(benzoyloxy)methyl]tetrahydro-2H-pyran: 5.9%; 2-[(4R,6S)-2,2-dimethyl-6-benzoyloxymethyl-1,3-dioxan-4-yl]acetic methyl ester: 3.0%. Reported procedure: Under an argon atmosphere, the compound 111 (2 g, 4.11 mmol) was dissolved in DMF (40 mL), the solution was added with 5-chloro-1-phenyl-1H-tetrazole (891 mg, 4.93 mmol), and potassium carbonate (1.42 g, 10.3 mmol), and the mixture was stirred at room temperature for 16 hours. The reaction mixture was diluted with ethyl acetate, and washed with saturated aqueous sodium hydrogencarbonate, water, and saturated brine. The organic layer was dried over anhydrous sodium sulfate, and then concentrated.... Yields the product C(C1=CC=CC=C1)NC(=O)[C@@H]1[C@]2(C3[C@@]45CCN([C@@H](C4(C1)CC2)CC2=CC=C(C(=C25)O3)OC3=NN=NN3C3=CC=CC=C3)CC3CC3)O ((4R,6S,7R,12bS)—N-benzyl-3-(cyclopropylmethyl)-7-hydroxy-9-[(1-phenyl-1H-tetrazol-5-yl)oxy]-1,2,3,4,5,6,7,7a-octahydro-4a,7-ethano-4,12-methanobenzofuro[3,2-e]isoquinoline-6-carboxamide). Starting materials: ClC1=NN=NN1C1=CC=CC=C1 (5-chloro-1-phenyl-1H-tetrazole), C([O-])([O-])=O.[K+].[K+] (potassium carbonate), C(C1=CC=CC=C1)NC(=O)[C@@H]1[C@]2(C3[C@@]45CCN([C@@H](C4(C1)CC2)CC2=CC=C(C(=C25)O3)O)CC3CC3)O ((4R,6S,7R,12bS)—N-benzyl-3-(cyclopropylmethyl)-7,9-dihydroxy-1,2,3,4,5,6,7,7a-octahydro-4a,7-ethano-4,12-methanobenzofuro[3,2-e]isoquinoline-6-carboxamide). Solvent: C(C)(=O)OCC (ethyl acetate), CN(C)C=O (DMF). Conditions: time 16 hour. Yield: 96.4%. As a reaction SMILES: [CH2:1]([NH:8][C:9]([C@H:11]1[CH2:20][C:19]23[CH2:21][CH2:22][C@:12]1([OH:36])[CH:13]1[O:30][C:28]4=[C:29]5[C@@:14]12[CH2:15][CH2:16][N:17]([CH2:32][CH:33]1[CH2:35][CH2:34]1)[C@@H:18]3[CH2:23][C:24]5=[CH:25][CH:26]=[C:27]4[OH:31])=[O:10])[C:2]1[CH:7]=[CH:6][CH:5]=[CH:4][CH:3]=1.Cl[C:38]1[N:42]([C:43]2[CH:48]=[CH:47][CH:46]=[CH:45][CH:44]=2)[N:41]=[N:40][N:39]=1.C(=O)([O-])[O-].[K+].[K+]>CN(C=O)C.C(OCC)(=O)C>[CH2:1]([NH:8][C:9]([C@H:11]1[CH2:20][C:19]23[CH2:21][CH2:22][C@:12]1([OH:36])[CH:13]1[O:30][C:28]4=[C:29]5[C@@:14]12[CH2:15][CH2:16][N:17]([CH2:32][CH:33]1[CH2:34][CH2:35]1)[C@@H:18]3[CH2:23][C:24]5=[CH:25][CH:26]=[C:27]4[O:31][C:38]1[N:42]([C:43]2[CH:48]=[CH:47][CH:46]=[CH:45][CH:44]=2)[N:41]=[N:40][N:39]=1)=[O:10])[C:2]1[CH:7]=[CH:6][CH:5]=[CH:4][CH:3]=1 |f:2.3.4|. Starting materials: BrC=1C=CC(=C(C(=O)O)C1)Cl (5-bromo-2-chlorobenzoic acid), ClC1=C(C=CC=C1)OCC (2-chlorophenetole). The product is BrC1=CC(=C(C=C1)Cl)CC1=CC(=C(C=C1)OCC)Cl (1-bromo-4-chloro-3-(3-chloro-4-ethoxybenzyl)benzene). As a reaction SMILES: [Br:1][C:2]1[CH:3]=[CH:4][C:5]([Cl:11])=[C:6]([CH:10]=1)[C:7](O)=O.[Cl:12][C:13]1[CH:18]=[CH:17][CH:16]=[CH:15][C:14]=1[O:19][CH2:20][CH3:21]>>[Br:1][C:2]1[CH:3]=[CH:4][C:5]([Cl:11])=[C:6]([CH2:7][C:17]2[CH:16]=[CH:15][C:14]([O:19][CH2:20][CH3:21])=[C:13]([Cl:12])[CH:18]=2)[CH:10]=1. Procedure: Synthesis was performed by a similar method as in Preparation Example 14 using 5-bromo-2-chlorobenzoic acid and 2-chlorophenetole. The reactants are 140, 13.5, COC1=CC=C(C=C1)NC(=S)NN (N-(4-methoxyphenyl)hydrazinecarbothioamide), Cl.C(C)(N)=N (ethanimidamide hydrochloride), C(C)(=O)[O-].[Na+] (sodium acetate), C(CCC)O (1-butanol). Run in O (water). The product is 12.5, COC1=CC=C(C=C1)N1C(=NN=C1C)S (4-(4-methoxyphenyl)-5-methyl-4H-1,2,4-triazole-3-thiol). Yield: 83.0%. Reaction SMILES: [CH3:1][O:2][C:3]1[CH:8]=[CH:7][C:6]([NH:9][C:10]([NH:12][NH2:13])=[S:11])=[CH:5][CH:4]=1.Cl.[C:15](=N)(N)[CH3:16].C([O-])(=O)C.[Na+].C(O)CCC>O>[CH3:1][O:2][C:3]1[CH:8]=[CH:7][C:6]([N:9]2[C:15]([CH3:16])=[N:13][N:12]=[C:10]2[SH:11])=[CH:5][CH:4]=1 |f:1.2,3.4|. Procedure: A mixture of 13.5 parts of N-(4-methoxyphenyl)hydrazinecarbothioamide, 15 parts of ethanimidamide hydrochloride, 15 parts of sodium acetate and 120 parts of 1-butanol is stirred and refluxed for 1 hour. The reaction mixture is cooled, 100 parts of water are added, followed by the addition of 140 parts of petroleumether. The precipitated product is filtered off and dried, yielding 12.5 parts (83%) of 4-(4-methoxyphenyl)-5-methyl-4H-1,2,4-triazole-3-thiol; mp. 214.2° C.